From a dataset of the Open Reaction Database (ORD), a public repository of structured organic reaction records. describe an organic reaction: reactants, conditions, products, and yield Reactants: NC=1N(N=C2C1C(NC=1C=CC=CC21)=O)C=2C=C(C(=O)OC)C=CC2 (methyl 3-(3-amino-4-oxo-4,5-dihydro-2H-pyrazolo[4,3-c]quinolin-2-yl)benzoate), [H-].[Al+3].[Li+].[H-].[H-].[H-] (lithium aluminum hydride), O1CCCC1 (tetrahydrofuran), S(=O)(=O)([O-])[O-].[Na+].[Na+] (sodium sulfate). Solvent: C(C)OCC (Diethyl ether). Conditions: time 3 hour. Yields the product NC=1N(N=C2C1C(NC=1C=CC=CC21)=O)C2=CC(=CC=C2)CO (3-amino-2-[3-(hydroxymethyl)phenyl]-2,5-dihydro-4H-pyrazolo[4,3-c]quinolin-4-one). Isolated yield 81.9%. Reaction SMILES: [NH2:1][C:2]1[N:3]([C:16]2[CH:17]=[C:18]([CH:23]=[CH:24][CH:25]=2)[C:19](OC)=[O:20])[N:4]=[C:5]2[C:14]3[CH:13]=[CH:12][CH:11]=[CH:10][C:9]=3[NH:8][C:7](=[O:15])[C:6]=12.[H-].[Al+3].[Li+].[H-].[H-].[H-].O1CCCC1.S([O-])([O-])(=O)=O.[Na+].[Na+]>C(OCC)C>[NH2:1][C:2]1[N:3]([C:16]2[CH:25]=[CH:24][CH:23]=[C:18]([CH2:19][OH:20])[CH:17]=2)[N:4]=[C:5]2[C:14]3[CH:13]=[CH:12][CH:11]=[CH:10][C:9]=3[NH:8][C:7](=[O:15])[C:6]=12 |f:1.2.3.4.5.6,8.9.10|. Reported procedure: A mixture of methyl 3-(3-amino-4-oxo-4,5-dihydro-2H-pyrazolo[4,3-c]quinolin-2-yl)benzoate (80 mg), lithium aluminum hydride (12 mg) and tetrahydrofuran (5 ml) was stirred at room temperature for 3 hours. Diethyl ether and then saturated aqueous sodium sulfate solution were added to the reaction mixture, and the organic layer was separated by decantation. The organic layer was dried over anhydrous magnesium sulfate and the solvent was distilled off under reduced pressure. Diisopropy ether was add...